From a dataset of the Open Reaction Database (ORD), a public repository of structured organic reaction records. describe an organic reaction: reactants, conditions, products, and yield The reactants are O.NN (Hydrazine hydrate), ClC1=CC(N(C(N1)=O)C)=O (6-chloro-3-methyl-2,4(1H,3H)-pyrimidinedione). The solvent is C(C)O (ethanol). Conditions: temperature 75 celsius. Product: N(N)C1=CC(N(C(N1)=O)C)=O (6-hydrazino-3-methyl-2,4(1H,3H)-pyrimidinedione). As a reaction SMILES: O.[NH2:2][NH2:3].Cl[C:5]1[NH:10][C:9](=[O:11])[N:8]([CH3:12])[C:7](=[O:13])[CH:6]=1>C(O)C>[NH:2]([C:5]1[NH:10][C:9](=[O:11])[N:8]([CH3:12])[C:7](=[O:13])[CH:6]=1)[NH2:3] |f:0.1|. Reported procedure: Hydrazine hydrate (12.7 ml) was added to a suspension 6-chloro-3-methyl-2,4(1H,3H)-pyrimidinedione (10 g) in ethanol (190 ml). The mixture was heated at 75° C. for 40 hours, cooled to room temperature. The yellow solid precipitated was filtered and dried give the subtitle compound (8.5 g). Mass: 156.76 (M+H). Reactants: C1CCOC1, CO, [H][H], O=[N+]([O-])c1cc(F)ccc1N1CCN2CC(CO)CCC2C1. Yields the product Nc1cc(F)ccc1N1CCN2CC(CO)CCC2C1. Reaction SMILES: [CH2:27]1[O:28][CH2:29][CH2:30][CH2:31]1.[CH3:25][OH:26].[H:23][H:24].[OH:1][CH2:2][CH:3]1[CH2:4][CH2:5][CH:6]2[N:7]([CH2:8][CH2:9][N:10]([c:12]3[c:13]([N+:19]([O-:20])=[O:21])[cH:14][c:15]([F:18])[cH:16][cH:17]3)[CH2:11]2)[CH2:22]1>>[OH:1][CH2:2][CH:3]1[CH2:4][CH2:5][CH:6]2[N:7]([CH2:8][CH2:9][N:10]([c:12]3[c:13]([NH2:19])[cH:14][c:15]([F:18])[cH:16][cH:17]3)[CH2:11]2)[CH2:22]1. Product: NC1=C2C(=NC=N1)N(N=C2C2=CC=C(C=C2)OC2=CC=CC=C2)C2CN(C2)C[C@@H](CO)O ((2S)-3-{3-[4-amino-3-(4-phenoxyphenyl)-1H-pyrazolo[3,4-d]pyrimidin-1-yl]-1-azetanyl}propane-1,2-diol). Reactants: N1CC(C1)N1N=C(C=2C1=NC=NC2N)C2=CC=C(C=C2)OC2=CC=CC=C2 (1-(3-azetanyl)-3-(4-phenoxyphenyl)-1H-pyrazolo[3,4-d]pyrimidin-4-amine), C1[C@H](O1)CO ((R)-(+)-glycidol). Procedure details: To a solution of 1-(3-azetanyl)-3-(4-phenoxyphenyl)-1H-pyrazolo[3,4-d]pyrimidin-4-amine (0.05 g, 0.00014 mol) was added (R)-(+)-glycidol (0.05 M in isopropanol, 2.8 mL, 0.00014 mol) at room temperature under an atmosphere of nitrogen. The mixture was stirred at 80° C. for three hours. The solvent was removed under reduced pressure. The residue was purified by flash chromatography on silica gel using ammonium hydroxide/methanol/dichloromethane (2:7:91) followed by ammonium hydroxide/methanol/dich... The yield is 37.9%. Conditions: temperature 80 celsius, time 3 hour. RXN SMILES: [NH:1]1[CH2:4][CH:3]([N:5]2[C:9]3=[N:10][CH:11]=[N:12][C:13]([NH2:14])=[C:8]3[C:7]([C:15]3[CH:20]=[CH:19][C:18]([O:21][C:22]4[CH:27]=[CH:26][CH:25]=[CH:24][CH:23]=4)=[CH:17][CH:16]=3)=[N:6]2)[CH2:2]1.[CH2:28]1[O:30][C@@H:29]1[CH2:31][OH:32]>>[NH2:14][C:13]1[N:12]=[CH:11][N:10]=[C:9]2[N:5]([CH:3]3[CH2:2][N:1]([CH2:28][C@H:29]([OH:30])[CH2:31][OH:32])[CH2:4]3)[N:6]=[C:7]([C:15]3[CH:16]=[CH:17][C:18]([O:21][C:22]4[CH:27]=[CH:26][CH:25]=[CH:24][CH:23]=4)=[CH:19][CH:20]=3)[C:8]=12. Starting materials: [H][H] (hydrogen), mixture, C1(C=CCC1)C1=C(C(=C2C(CC(OC2=C1)(C)C)=O)OC)C=O (7-cyclopent-2-en-1-yl-5-methoxy-2,2-dimethyl-4-oxochroman-6-carbaldehyde), C1(CC=CC1)C1=C(C(=C2C(CC(OC2=C1)(C)C)=O)OC)C=O (7-cyclopent-3-en-1-yl-5-methoxy-2,2-dimethyl-4-oxochroman-6-carbaldehyde). The reagents and catalysts are [Pd] (palladium-on-carbon). Solvent: C(C)(=O)OCC (ethyl acetate). Conditions: time 1 hour. Product: C1(CCCC1)C1=C(C(=C2C(CC(OC2=C1)(C)C)=O)OC)C=O (7-Cyclopentyl-5-methoxy-2,2-dimethyl-4-oxochroman-6-carbaldehyde). Reaction SMILES: [CH:1]1([C:6]2[CH:15]=[C:14]3[C:9]([C:10](=[O:18])[CH2:11][C:12]([CH3:17])([CH3:16])[O:13]3)=[C:8]([O:19][CH3:20])[C:7]=2[CH:21]=[O:22])[CH2:5][CH2:4][CH:3]=[CH:2]1.C1(C2C=C3C(C(=O)CC(C)(C)O3)=C(OC)C=2C=O)CC=CC1.[H][H]>C(OCC)(=O)C.[Pd]>[CH:1]1([C:6]2[CH:15]=[C:14]3[C:9]([C:10](=[O:18])[CH2:11][C:12]([CH3:17])([CH3:16])[O:13]3)=[C:8]([O:19][CH3:20])[C:7]=2[CH:21]=[O:22])[CH2:2][CH2:3][CH2:4][CH2:5]1. Procedure details: Under argon, 3.3 g (11 mmol) of the mixture of 7-cyclopent-2-en-1-yl-5-methoxy-2,2-dimethyl-4-oxochroman-6-carbaldehyde and 7-cyclopent-3-en-1-yl-5-methoxy-2,2-dimethyl-4-oxochroman-6-carbaldehyde (Example 4A/5A) are dissolved in 200 ml of ethyl acetate, 500 mg of palladium-on-carbon (10%) are added and hydrogen gas is charged at room temperature under atmospheric pressure. After one hour, the mixture is filtered through a layer of silica gel, the filter cake is washed thoroughly with ethyl acet... The reactants are ClC(Cl)Cl, O=C1CCC(=O)N1Cl, Cc1cc(=O)c(-c2ccc(Oc3ccc(OC(F)(F)F)cc3)cc2)c(C)[nH]1. Product: Cc1[nH]c(C)c(-c2ccc(Oc3ccc(OC(F)(F)F)cc3)cc2)c(=O)c1Cl. RXN SMILES: [CH:36]([Cl:37])([Cl:38])[Cl:39].[Cl:28][N:29]1[C:30](=[O:31])[CH2:32][CH2:33][C:34]1=[O:35].[F:1][C:2]([O:3][c:4]1[cH:5][cH:6][c:7]([O:8][c:9]2[cH:10][cH:11][c:12](-[c:15]3[c:16]([CH3:23])[nH:17][c:18]([CH3:22])[cH:19][c:20]3=[O:21])[cH:13][cH:14]2)[cH:24][cH:25]1)([F:26])[F:27]>>[F:1][C:2]([O:3][c:4]1[cH:5][cH:6][c:7]([O:8][c:9]2[cH:10][cH:11][c:12](-[c:15]3[c:16]([CH3:23])[nH:17][c:18]([CH3:22])[c:19]([Cl:28])[c:20]3=[O:21])[cH:13][cH:14]2)[cH:24][cH:25]1)([F:26])[F:27]. Conditions: temperature 120 celsius. The product is NC=1C(=NC(=CN1)C1CCOCC1)C1=CC(=C(C(=O)OC)C=C1)F (methyl 4-(3-amino-6-(tetrahydro-2H-pyran-4-yl)pyrazin-2-yl)-2-fluorobenzoate). Starting materials: FC1=C(C(=O)OC)C=CC(=C1)B1OC(C(O1)(C)C)(C)C (methyl 2-fluoro-4-(4,4,5,5-tetramethyl-1,3,2-dioxaborolan-2-yl)benzoate), BrC=1C(=NC=C(N1)C1CCOCC1)N (3-bromo-5-(tetrahydro-2H-pyran-4-yl)pyrazin-2-amine), COCCOC (DME), C(=O)([O-])[O-].[Na+].[Na+] (Na2CO3). The reagents and catalysts are C1=CC=C(C=C1)P([C-]2C=CC=C2)C3=CC=CC=C3.C1=CC=C(C=C1)P([C-]2C=CC=C2)C3=CC=CC=C3.Cl[Pd]Cl.[Fe+2] (PdCl2(dppf)). As a reaction SMILES: [F:1][C:2]1[CH:11]=[C:10](B2OC(C)(C)C(C)(C)O2)[CH:9]=[CH:8][C:3]=1[C:4]([O:6][CH3:7])=[O:5].Br[C:22]1[C:23]([NH2:34])=[N:24][CH:25]=[C:26]([CH:28]2[CH2:33][CH2:32][O:31][CH2:30][CH2:29]2)[N:27]=1.COCCOC.C([O-])([O-])=O.[Na+].[Na+]>C1C=CC(P(C2C=CC=CC=2)[C-]2C=CC=C2)=CC=1.C1C=CC(P(C2C=CC=CC=2)[C-]2C=CC=C2)=CC=1.Cl[Pd]Cl.[Fe+2].CCOC(C)=O>[NH2:34][C:23]1[C:22]([C:10]2[CH:9]=[CH:8][C:3]([C:4]([O:6][CH3:7])=[O:5])=[C:2]([F:1])[CH:11]=2)=[N:27][C:26]([CH:28]2[CH2:33][CH2:32][O:31][CH2:30][CH2:29]2)=[CH:25][N:24]=1 |f:3.4.5,6.7.8.9|. Isolated yield 66.5%. Procedure: To a solution of methyl 2-fluoro-4-(4,4,5,5-tetramethyl-1,3,2-dioxaborolan-2-yl)benzoate (259 mg, 1.308 mmol), 3-bromo-5-(tetrahydro-2H-pyran-4-yl)pyrazin-2-amine (225 mg, 0.872 mmol), and PdCl2(dppf) (64 mg, 0.087 mmol) was added DME (6.5 mL) and 2 M Na2CO3 solution (3.2 mL). The reaction mixture was heated at the microwave synthesizer (120° C., 10 min). The reaction mixture was worked up with EtOAc. The organic layer was washed with water and brine, dried over anhydrous sodium sulfate, filtere... The solvent is CCOC(=O)C (EtOAc). The reactants are OC=1C(=C(C2=C(SC(O2)CCCO)C1C)C)C (3-(5-Hydroxy-4,6,7-trimethyl-1,3-benzoxathiole-2-yl)-propanol), O (water), C1(=CC=CC=C1)P(C1=CC=CC=C1)C1=CC=CC=C1 (triphenylphosphine), II (iodine). Run in C1=CC=CC=C1 (benzene), N1=CC=CC=C1 (pyridine). Reaction conditions: time 30 minute. Yields the product OC=1C(=C(C2=C(SC(O2)CCCI)C1C)C)C (5-Hydroxy-2-(3-iodopropyl)-4,6,7-trimethyl-1,3-benzoxathiole). Reaction SMILES: [OH:1][C:2]1[C:3]([CH3:17])=[C:4]([CH3:16])[C:5]2[O:9][CH:8]([CH2:10][CH2:11][CH2:12]O)[S:7][C:6]=2[C:14]=1[CH3:15].C1(P(C2C=CC=CC=2)C2C=CC=CC=2)C=CC=CC=1.[I:37]I.O>C1C=CC=CC=1.N1C=CC=CC=1>[OH:1][C:2]1[C:3]([CH3:17])=[C:4]([CH3:16])[C:5]2[O:9][CH:8]([CH2:10][CH2:11][CH2:12][I:37])[S:7][C:6]=2[C:14]=1[CH3:15]. Procedure details: 3.0 g of 3-(5-hydroxy-4,6,7-trimethyl-1,3-benzoxathiole-2-yl)propanol (prepared as described in Example 71) were dissolved in a mixture of 40 ml of benzene and 4 ml of pyridine, after which 6.2 g of triphenylphosphine were dissolved in the mixture. After the dissolution, 6.0 g of iodine was added to the solution all at once. The reaction temperature of the mixture rose to 45° C. The reaction was allowed to continue for another 30 minutes at room temperature, and then the reaction mixture was pou...